This data is from the Open Reaction Database (ORD), a public repository of structured organic reaction records. The task is: describe an organic reaction: reactants, conditions, products, and yield Reactants: CC(C)O, C=C(Cl)C1(C(=O)OC)CCCCC1, [K+], [OH-], O. Yields the product C=C(Cl)C1(C(=O)O)CCCCC1. RXN SMILES: [CH:16]([OH:17])([CH3:18])[CH3:19].[Cl:1][C:2](=[CH2:3])[C:4]1([C:10](=[O:11])[O:12][CH3:13])[CH2:5][CH2:6][CH2:7][CH2:8][CH2:9]1.[K+:15].[OH-:14].[OH2:20]>>[Cl:1][C:2](=[CH2:3])[C:4]1([C:10](=[O:11])[OH:12])[CH2:5][CH2:6][CH2:7][CH2:8][CH2:9]1. The reactants are N(=O)[O-].[Na+] (sodium nitrite), N1=CC=CC2=C1NC1=C(CC2=O)C=NC=C1 (6,11-dihydro-5H-dipyrido[2,3-b:3′,4′-f]azepin-5-one). Run in C(C)(=O)O (acetic acid), O (water), O (water). Conditions: time 90 minute. Yields the product N1=CC=CC2=C1NC1=C(C(C2=O)=NO)C=NC=C1 (5H-dipyrido[2,3-b: 3′,4′-f]azepine-5,6(11H)-dione 6-oxime), powder. Isolated yield 60.0%. RXN SMILES: [N:1]([O-:3])=O.[Na+].[N:5]1[C:10]2[NH:11][C:12]3[CH:20]=[CH:19][N:18]=[CH:17][C:13]=3[CH2:14][C:15](=[O:16])[C:9]=2[CH:8]=[CH:7][CH:6]=1>O.C(O)(=O)C>[N:5]1[C:10]2[NH:11][C:12]3[CH:20]=[CH:19][N:18]=[CH:17][C:13]=3[C:14](=[N:1][OH:3])[C:15](=[O:16])[C:9]=2[CH:8]=[CH:7][CH:6]=1 |f:0.1|. Procedure: A solution of sodium nitrite (0.259 g, 3.75 mmol) in water (1.0 mL) was added dropwise to a solution of 6,11-dihydro-5H-dipyrido[2,3-b:3′,4′-f]azepin-5-one (0.330 g, 1.56 mmol, Intermediate D-6) dissolved in acetic acid (6.0 mL). The mixture was stirred at room temperature for 90 minutes at which time a precipitate had formed. The yellow mixture was reduced to about half original volume in vacuo, and then diluted with 20 mL water and stirred for 30 minutes. A thick precipitate formed which was c...